describe an organic reaction: reactants, conditions, products, and yield From a dataset of the Open Reaction Database (ORD), a public repository of structured organic reaction records. The reactants are FC1=C(OC2=C3C(=NC=C2)C=C(S3)C=3C=NN(C3)CCN(C(OC(C)(C)C)=O)C)C=CC(=C1)NC(=S)NC(CC1=C(C=CC=C1)OC)=O (tert-Butyl 2-(4-(7-(2-fluoro-4-(3-(2-(2-methoxyphenyl)acetyl)thioureido)phenoxy)thieno[3,2-b]pyridin-2-yl)-1H-pyrazol-1-yl)ethyl(methyl)carbamate), Cl.Cl.FC=1C=C(C=CC1OC1=C2C(=NC=C1)C=C(S2)C2=CC=C(C=C2)N2CCNCC2)NC(=S)NC(CC2=CC=CC=C2)=O (N-(3-Fluoro-4-(2-(4-(piperazin-1-yl)phenyl)thieno[3,2-b]pyridin-7-yloxy)phenylcarbamothioyl)-2-phenylacetamide di-hydrochloride). The product is FC=1C=C(C=CC1OC1=C2C(=NC=C1)C=C(S2)C=2C=NN(C2)CCNC)NC(=S)NC(CC2=C(C=CC=C2)OC)=O (N-(3-Fluoro-4-(2-(1-(2-(methylamino)ethyl)-1H-pyrazol-4-yl)thieno[3,2-b]pyridin-7-yloxy)phenylcarbamothioyl)-2-(2-methoxyphenyl)acetamide). Yield: 66.0%. RXN SMILES: [F:1][C:2]1[CH:33]=[C:32]([NH:34][C:35]([NH:37][C:38](=[O:48])[CH2:39][C:40]2[CH:45]=[CH:44][CH:43]=[CH:42][C:41]=2[O:46][CH3:47])=[S:36])[CH:31]=[CH:30][C:3]=1[O:4][C:5]1[CH:10]=[CH:9][N:8]=[C:7]2[CH:11]=[C:12]([C:14]3[CH:15]=[N:16][N:17]([CH2:19][CH2:20][N:21](C)[C:22](=O)OC(C)(C)C)[CH:18]=3)[S:13][C:6]=12.Cl.Cl.FC1C=C(NC(NC(=O)CC2C=CC=CC=2)=S)C=CC=1OC1C=CN=C2C=C(C3C=CC(N4CCNCC4)=CC=3)SC=12>>[F:1][C:2]1[CH:33]=[C:32]([NH:34][C:35]([NH:37][C:38](=[O:48])[CH2:39][C:40]2[CH:45]=[CH:44][CH:43]=[CH:42][C:41]=2[O:46][CH3:47])=[S:36])[CH:31]=[CH:30][C:3]=1[O:4][C:5]1[CH:10]=[CH:9][N:8]=[C:7]2[CH:11]=[C:12]([C:14]3[CH:15]=[N:16][N:17]([CH2:19][CH2:20][NH:21][CH3:22])[CH:18]=3)[S:13][C:6]=12 |f:1.2.3|. Procedure details: Starting from the compound 183 and following the procedure described above for the synthesis of compound 159 (scheme 30, step 4, example 121), title compound 184 was obtained in 66% yield. 1H NMR (400 MHz, DMSO-d6) δ ppm: 8.45(d, J=5.6 Hz, 1H), 8.33(s, 1H), 8.00(s, 1H), 7.85-7.75(m, 1H), 7.69(s, 1H), 7.39(t, J=8.4 Hz, 1 H), 7.35-7.28(m, 1H), 7.28-7.22(m, 1H), 7.22(d, J=7.6 Hz, 1H), 6.97(d, J=8.4 Hz, 1H), 6.89(t, J=7.6 Hz, 1H), 6.57(d, J=5.6 Hz, 1H), 4.19(t, J=6.4 Hz, 2H), 3.82(s, 2H), 3.77(s, 3H... Starting materials: C(C1=CC=CC=C1)(=O)C1=C(C=C(C(=O)O)C=C1[N+](=O)[O-])OCCCC (4-benzoyl-3-n-butoxy-5-nitrobenzoic acid), C(C1=CC=CC=C1)(=O)C1=C(C=C(C(=O)O)C=C1[N+](=O)[O-])OCC1=CC=C(C=C1)Cl (4-benzoyl-3-(p-chlorobenzyloxy)-5-nitrobenzoic acid). Product: NC=1C(=C(C=C(C(=O)O)C1)OCC1=CC=C(C=C1)Cl)C(C1=CC=CC=C1)=O (5-amino-4-benzoyl-3-(p-chlorobenzyloxy)benzoic acid). As a reaction SMILES: C(C1C([N+]([O-])=O)=CC(C(O)=O)=CC=1OCCCC)(=O)C1C=CC=CC=1.[C:26]([C:34]1[C:42]([N+:43]([O-])=O)=[CH:41][C:37]([C:38]([OH:40])=[O:39])=[CH:36][C:35]=1[O:46][CH2:47][C:48]1[CH:53]=[CH:52][C:51]([Cl:54])=[CH:50][CH:49]=1)(=[O:33])[C:27]1[CH:32]=[CH:31][CH:30]=[CH:29][CH:28]=1>>[NH2:43][C:42]1[C:34]([C:26](=[O:33])[C:27]2[CH:28]=[CH:29][CH:30]=[CH:31][CH:32]=2)=[C:35]([O:46][CH2:47][C:48]2[CH:49]=[CH:50][C:51]([Cl:54])=[CH:52][CH:53]=2)[CH:36]=[C:37]([CH:41]=1)[C:38]([OH:40])=[O:39]. Procedure details: By replacing in Example 1, step C, 4-benzoyl-3-n-butoxy-5-nitrobenzoic acid with 4-benzoyl-3-(p-chlorobenzyloxy)-5-nitrobenzoic acid, and following the procedure described, 5-amino-4-benzoyl-3-(p-chlorobenzyloxy)benzoic acid is obtained with a melting point of 248°-249° C. The reactants are C(C(=O)Cl)(=O)Cl (Oxalyl chloride), CC1N(C(CC1)C)C1=C(C=C(C(=O)O)C=C1)[N+](=O)[O-] (4-(2,5-dimethylpyrrolidin-1-yl)-3-nitrobenzoic acid), ON=C(N)C1=C(C=CC=C1)OC(F)(F)F (N′-Hydroxy-2-(trifluoromethoxy)benzenecarboximidamide), CCN(C(C)C)C(C)C (DIEA). Product: CC1N(C(CC1)C)C1=C(C=C(C=C1)C1=NC(=NO1)C1=C(C=CC=C1)OC(F)(F)F)[N+](=O)[O-] (5-[4-(2,5-dimethylpyrrolidin-1-yl)-3-nitrophenyl]-3-[2-(trifluoromethoxy)phenyl]-1,2,4-oxadiazole). As a reaction SMILES: C(Cl)(=O)C(Cl)=O.[CH3:7][CH:8]1[CH2:12][CH2:11][CH:10]([CH3:13])[N:9]1[C:14]1[CH:22]=[CH:21][C:17]([C:18]([OH:20])=O)=[CH:16][C:15]=1[N+:23]([O-:25])=[O:24].O[N:27]=[C:28]([C:30]1[CH:35]=[CH:34][CH:33]=[CH:32][C:31]=1[O:36][C:37]([F:40])([F:39])[F:38])[NH2:29].CCN(C(C)C)C(C)C>>[CH3:13][CH:10]1[CH2:11][CH2:12][CH:8]([CH3:7])[N:9]1[C:14]1[CH:22]=[CH:21][C:17]([C:18]2[O:20][N:29]=[C:28]([C:30]3[CH:35]=[CH:34][CH:33]=[CH:32][C:31]=3[O:36][C:37]([F:38])([F:39])[F:40])[N:27]=2)=[CH:16][C:15]=1[N+:23]([O-:25])=[O:24]. Procedure: Oxalyl chloride (152 μL; 1.2 mmol; 3 eq.), Intermediate 25 (106 mg; 0.4 mmol; 1 eq.), Intermediate 2 (88 mg; 0.4 mmol, 1 eq.) and DIEA (155 μL; 1.2 mmol; 3 eq.) were reacted according to general procedure 2. Purification by crystallisation from ethyl acetate/n-pentane afforded the title compound as a yellow solid. The reactants are B, C#COCC, COC(=O)c1ccc(Cl)nc1N, [Na+], C1COCCO1, C1CCOC1, [OH-], Oc1ccccc1O, c1ccc(P(c2ccccc2)(c2ccccc2)[Pd](P(c2ccccc2)(c2ccccc2)c2ccccc2)(P(c2ccccc2)(c2ccccc2)c2ccccc2)P(c2ccccc2)(c2ccccc2)c2ccccc2)cc1. The product is CCOC=Cc1ccc(C(=O)OC)c(N)n1. As a reaction SMILES: [BH3:6].[C:1](#[CH:2])[O:3][CH2:4][CH3:5].[CH3:15][O:16][C:17]([c:18]1[c:19]([NH2:25])[n:20][c:21]([Cl:24])[cH:22][cH:23]1)=[O:26].[Na+:28].[O:111]1[CH2:112][CH2:113][O:114][CH2:115][CH2:116]1.[O:29]1[CH2:30][CH2:31][CH2:32][CH2:33]1.[OH-:27].[c:7]1([OH:14])[c:8]([OH:13])[cH:9][cH:10][cH:11][cH:12]1.[cH:34]1[cH:35][cH:36][c:37]([P:38]([Pd:39]([P:40]([c:41]2[cH:42][cH:43][cH:44][cH:45][cH:46]2)([c:47]2[cH:48][cH:49][cH:50][cH:51][cH:52]2)[c:53]2[cH:54][cH:55][cH:56][cH:57][cH:58]2)([P:59]([c:60]2[cH:61][cH:62][cH:63][cH:64][cH:65]2)([c:66]2[cH:67][cH:68][cH:69][cH:70][cH:71]2)[c:72]2[cH:73][cH:74][cH:75][cH:76][cH:77]2)[P:78]([c:79]2[cH:80][cH:81][cH:82][cH:83][cH:84]2)([c:85]2[cH:86][cH:87][cH:88][cH:89][cH:90]2)[c:91]2[cH:92][cH:93][cH:94][cH:95][cH:96]2)([c:97]2[cH:98][cH:99][cH:100][cH:101][cH:102]2)[c:103]2[cH:104][cH:105][cH:106][cH:107][cH:108]2)[cH:109][cH:110]1>>[CH:1](=[CH:2][c:21]1[n:20][c:19]([NH2:25])[c:18]([C:17]([O:16][CH3:15])=[O:26])[cH:23][cH:22]1)[O:3][CH2:4][CH3:5]. The reactants are C1=CC=C(C=C1)P(C2=CC=CC=C2)C3=CC=CC=C3 (PPh3), O (water), N(=[N+]=[N-])[C@@H]1CN(C[C@H]1F)C(=O)OC(C)(C)C (trans-tert-butyl 3-azido-4-fluoropyrrolidine-1-carboxylate). The solvent is C1CCOC1 (THF). Conditions: temperature 60 celsius, time 2 hour. Product: N[C@@H]1CN(C[C@H]1F)C(=O)OC(C)(C)C (trans-tert-butyl 3-amino-4-fluoropyrrolidine-1-carboxylate). As a reaction SMILES: [N:1]([C@H:4]1[C@H:8]([F:9])[CH2:7][N:6]([C:10]([O:12][C:13]([CH3:16])([CH3:15])[CH3:14])=[O:11])[CH2:5]1)=[N+]=[N-].C1C=CC(P(C2C=CC=CC=2)C2C=CC=CC=2)=CC=1.O>C1COCC1>[NH2:1][C@H:4]1[C@H:8]([F:9])[CH2:7][N:6]([C:10]([O:12][C:13]([CH3:16])([CH3:15])[CH3:14])=[O:11])[CH2:5]1. Reported procedure: In a round-bottomed flask equipped with a magnetic stir bar and a reflux condenser, to a solution of trans-tert-butyl 3-azido-4-fluoropyrrolidine-1-carboxylate (45 mg, 0.195 mmol) in THF (2.5 mL) was added PPh3 on polystyrene (1.6 mmol/g, 120 mg, 0.193 mmol) and water (0.15 mL). The reaction mixture was stirred at 60° C. for 2 h. The mixture was then filtered and the filtrate dried over MgSO4 and filtered. The solvent was removed under reduced pressure to afford trans-tert-butyl 3-amino-4-fluoro... Starting materials: N[C@H]1[C@@H](CCCC1)N (trans-1,2-diaminocyclohexane), N1=C(C=CC=C1)C=O (pyridine-2-aldehyde). The solvent is CO (methanol). Yields the product N1=C(C=CC=C1)C=N[C@H]1[C@@H](CCCC1)N=CC1=NC=CC=C1 (trans-N,N′-bispyridin-2-ylmethylenecyclohexane-1,2-diamine). RXN SMILES: [NH2:1][C@@H:2]1[CH2:7][CH2:6][CH2:5][CH2:4][C@H:3]1[NH2:8].[N:9]1[CH:14]=[CH:13][CH:12]=[CH:11][C:10]=1[CH:15]=O>CO>[N:9]1[CH:14]=[CH:13][CH:12]=[CH:11][C:10]=1[CH:15]=[N:1][C@@H:2]1[CH2:7][CH2:6][CH2:5][CH2:4][C@H:3]1[N:8]=[CH:15][C:10]1[CH:11]=[CH:12][CH:13]=[CH:14][N:9]=1. Procedure details: 15.0 g (0.13 mol) of trans-1,2-diaminocyclohexane are dissolved in 80 ml of methanol and, at room temperature, 28.1 g (0.26 mol) of pyridine-2-aldehyde are added a little at a time. The solution is refluxed for one hour and then cooled to room temperature. The precipitated solid is filtered off and dried in an oil pump vacuum. The product is obtained in the form of a light-yellow powder in a yield of 23 g (79 mmol, 60%). 1H-NMR (400 MHz, CDCl3): δ=8.55 (m, 2H, Py), 8.31 (s, 2H, ═C—H), 7.88, 7.63... Reactants: C1CC2=CC=CC=C2C(=O)C1 (α-tetralone), C(CCCCCCCCCCC)NC1=CC=CC=C1 (dodecyl aniline), C1=CC=CC=C1 (benzene). Solvent: O (water). Product: C1(CCCC2=CC=CC=C12)=NC1=CC=CC=C1 (N-(1,2,3,4-tetrahydronaphthylidene) aniline). As a reaction SMILES: C1CC(=O)C2C(=CC=CC=2)C1.[CH2:12]([NH:24][C:25]1[CH:30]=[CH:29][CH:28]=[CH:27][CH:26]=1)[CH2:13][CH2:14][CH2:15][CH2:16][CH2:17][CH2:18][CH2:19][CH2:20][CH2:21]CC.C1C=CC=CC=1>O>[C:12]1(=[N:24][C:25]2[CH:26]=[CH:27][CH:28]=[CH:29][CH:30]=2)[C:13]2[C:18](=[CH:17][CH:16]=[CH:15][CH:14]=2)[CH2:19][CH2:20][CH2:21]1. Reported procedure: A solution of α-tetralone (50 ml), dodecyl aniline (80 g) and benzene (150 ml) was refluxed in the presence of molecular sieve (100 g) with continuous removal of water. The crude product was crystallized from ethanol to give N-(1,2,3,4-tetrahydronaphthylidene) aniline (XXVI). XXVI had a melting point of 53° C. The reactants are ON=CC1=C(C=C(C#N)C=C1)OC1=CC=CC=C1 (4-(hydroxyimino-methyl)-3-phenoxy-benzonitrile). Reagents/catalysts: [Zn] (Zinc). The solvent is C(C)(=O)O (acetic acid). Conditions: time 1 hour. Product: NCC1=C(C=C(C#N)C=C1)OC1=CC=CC=C1 (4-aminomethyl-3-phenoxy-benzonitrile). Isolated yield 87.6%. Reaction SMILES: O[N:2]=[CH:3][C:4]1[CH:11]=[CH:10][C:7]([C:8]#[N:9])=[CH:6][C:5]=1[O:12][C:13]1[CH:18]=[CH:17][CH:16]=[CH:15][CH:14]=1>C(O)(=O)C.[Zn]>[NH2:2][CH2:3][C:4]1[CH:11]=[CH:10][C:7]([C:8]#[N:9])=[CH:6][C:5]=1[O:12][C:13]1[CH:18]=[CH:17][CH:16]=[CH:15][CH:14]=1. Procedure details: A solution of 4-(hydroxyimino-methyl)-3-phenoxy-benzonitrile (200 mg) in acetic acid (1.2 ml) was stirred at 65° C. Zinc powder (500 mg) was added portionwise during 30 min. After stirring for a further 1 h, the reaction mixture was filtered and the filtrate was concentrated to near dryness. Water was added and the mixture was washed with diethyl ether. The organic phase was extracted (1×) with diluted acetic acid. The pH of the combined aqueous phases was adjusted to 11 using 2 N NaOH. The mixt...